From a dataset of the Open Reaction Database (ORD), a public repository of structured organic reaction records. describe an organic reaction: reactants, conditions, products, and yield Reactants: CC(C)(C)c1cc(C(=O)CBr)cc(C(C)(C)C)c1O, CCO, Cl, [K+], [OH-]. Product: CCOCC(=O)c1cc(C(C)(C)C)c(O)c(C(C)(C)C)c1. RXN SMILES: [Br:3][CH2:4][C:5](=[O:6])[c:7]1[cH:8][c:9]([C:18]([CH3:19])([CH3:20])[CH3:21])[c:10]([OH:17])[c:11]([C:13]([CH3:14])([CH3:15])[CH3:16])[cH:12]1.[CH3:23][CH2:24][OH:25].[ClH:22].[K+:2].[OH-:1]>>[CH2:4]([C:5](=[O:6])[c:7]1[cH:8][c:9]([C:18]([CH3:19])([CH3:20])[CH3:21])[c:10]([OH:17])[c:11]([C:13]([CH3:14])([CH3:15])[CH3:16])[cH:12]1)[O:25][CH2:24][CH3:23]. Reactants: [BH4-], [Br-], CCCC1(C#N)CC=CC1, CC[Mg+], Cc1ccccc1, CO, [Na+], [Na+], [OH-]. Yields the product CCCC1(C(N)CC)CC=CC1. As a reaction SMILES: [BH4-:15].[Br-:11].[C:1](#[N:2])[C:3]1([CH2:8][CH2:9][CH3:10])[CH2:4][CH:5]=[CH:6][CH2:7]1.[CH2:12]([CH3:13])[Mg+:14].[CH3:19][c:20]1[cH:21][cH:22][cH:23][cH:24][cH:25]1.[CH3:26][OH:27].[Na+:16].[Na+:18].[OH-:17]>>[CH:1]([NH2:2])([C:3]1([CH2:8][CH2:9][CH3:10])[CH2:4][CH:5]=[CH:6][CH2:7]1)[CH2:12][CH3:13]. Reactants: C1N(CCOC=2C1=C1C=CNC1=CC2)C(=O)OC(C)(C)C (tert-butyl 1,3,4,8-tetrahydro-2H-[1,4]oxazepino[6,7-e]indole-2-carboxylate), C1N(CCOC=2C1=C1C=CNC1=CC2)C(=O)OC(C)(C)C (tert-butyl 1,3,4,8-tetrahydro-2H-[1,4]oxazepino[6,7-e]indole-2-carboxylate), [H-].[Na+] (NaH), CN(C)C=O (DMF), C1=C(C=CC2=CC=CC=C12)S(=O)(=O)Cl (Naphthalene-2-sulfonyl chloride). Run in N (NH3), CO (MeOH), CO (MeOH), CO (MeOH). Run at time 20 minute. Yields the product C1=C(C=CC2=CC=CC=C12)S(=O)(=O)N1C=CC2=C3C(=CC=C12)OCCNC3 (8-(2-Naphthylsulfonyl)-1,3,4,8-tetrahydro-2H-[1,4]oxazepino[6,7-e]indole). The yield is 27.5%. As a reaction SMILES: [CH2:1]1[C:7]2=[C:8]3[C:12](=[CH:13][CH:14]=[C:6]2[O:5][CH2:4][CH2:3][N:2]1C(OC(C)(C)C)=O)[NH:11][CH:10]=[CH:9]3.[H-].[Na+].CN(C=O)C.[CH:29]1[C:38]2[C:33](=[CH:34][CH:35]=[CH:36][CH:37]=2)[CH:32]=[CH:31][C:30]=1[S:39](Cl)(=[O:41])=[O:40]>N.CO>[CH:29]1[C:38]2[C:33](=[CH:34][CH:35]=[CH:36][CH:37]=2)[CH:32]=[CH:31][C:30]=1[S:39]([N:11]1[C:12]2[C:8](=[C:7]3[CH2:1][NH:2][CH2:3][CH2:4][O:5][C:6]3=[CH:14][CH:13]=2)[CH:9]=[CH:10]1)(=[O:40])=[O:41] |f:1.2|. Procedure details: tert-Butyl 1,3,4,8-tetrahydro-2H-[1,4]oxazepino[6,7-e]indole-2-carboxylate (Intermediate 18, 14 mg, 0.050 mmol), NaH (60% in mineral oil, 6.4 mg, 0.10 mmol) and dry DMF (0.2 mL) were shaken at room temperature for 10 minutes. Naphthalene-2-sulfonyl chloride (23 mg, 0.10 mmol, in 0.15 mL of dry DMF) was added to the solution. The reaction mixture was shaken at room temperature for another 20 minutes and a mixture of MeOH/1 M HCl (3:1, 1 mL) was added. The reaction mixture was stirred overnight an... The reactants are ClC1=C(C=C(C(=O)C2=CC3=C(O2)C=CC=C3)C=C1)S(=O)(=O)Cl (2-(4-Chloro-3-chlorosulfonylbenzoyl)-benzo[b]furan), N (ammonia). Conditions: time 8 hour. Yields the product ClC1=C(C=C(C(=O)C2=CC3=C(O2)C=CC=C3)C=C1)S(N)(=O)=O (2-(4-Chloro-3-sulfamoylbenzoyl)-benzo[b]furan). Reaction SMILES: [Cl:1][C:2]1[CH:18]=[CH:17][C:5]([C:6]([C:8]2[O:12][C:11]3[CH:13]=[CH:14][CH:15]=[CH:16][C:10]=3[CH:9]=2)=[O:7])=[CH:4][C:3]=1[S:19](Cl)(=[O:21])=[O:20].[NH3:23]>>[Cl:1][C:2]1[CH:18]=[CH:17][C:5]([C:6]([C:8]2[O:12][C:11]3[CH:13]=[CH:14][CH:15]=[CH:16][C:10]=3[CH:9]=2)=[O:7])=[CH:4][C:3]=1[S:19](=[O:21])(=[O:20])[NH2:23]. Procedure: 3.3 g 2-(4-Chloro-3-chlorosulfonylbenzoyl)-benzo[b]furan are introduced into 19 ml 25% aqueous ammonia solution, and after standing overnight, the liquid is distilled off. After addition of water, the pH is adjusted to 6 by means of dilute HCl, agitation is continued for a further 30 minutes, and the product is crystallized from a small amount of glacial acetic acid. Colorless crystals, m.p. 181° C. Yields the product C(C)(=O)N1C(NC(=C(C1C1=C(C=CC(=C1)[N+](=O)[O-])SCC1=CC=C(C=C1)OC)C(=O)OCC)C)=O (Ethyl 3-acetyl-1,2,3,4-tetrahydro-4-(2-(p-methoxybenzylthio)-5-nitrophenyl)-6-methyl-2-oxo-5-pyrimidine carboxylate). Reactants: COC1=CC=C(CSC2=C(C=C(C=C2)[N+](=O)[O-])C2NC(NC(=C2C(=O)OCC)C)=O)C=C1 (Ethyl 1,2,3,4-tetrahydro-4-(2-(p-methoxybenzylthio)-5-nitrophenyl)-6-methyl-2-oxo-5-pyrimidine carboxylate), C(C)(=O)OC(C)=O (acetic anhydride). Procedure details: The compound 2a is treated with excess acetic anhydride and is heated to reflux for 2 hours to yield the compound 2b. Reaction SMILES: [CH3:1][O:2][C:3]1[CH:32]=[CH:31][C:6]([CH2:7][S:8][C:9]2[CH:14]=[CH:13][C:12]([N+:15]([O-:17])=[O:16])=[CH:11][C:10]=2[CH:18]2[C:23]([C:24]([O:26][CH2:27][CH3:28])=[O:25])=[C:22]([CH3:29])[NH:21][C:20](=[O:30])[NH:19]2)=[CH:5][CH:4]=1.[C:33](OC(=O)C)(=[O:35])[CH3:34]>>[C:33]([N:19]1[CH:18]([C:10]2[CH:11]=[C:12]([N+:15]([O-:17])=[O:16])[CH:13]=[CH:14][C:9]=2[S:8][CH2:7][C:6]2[CH:5]=[CH:4][C:3]([O:2][CH3:1])=[CH:32][CH:31]=2)[C:23]([C:24]([O:26][CH2:27][CH3:28])=[O:25])=[C:22]([CH3:29])[NH:21][C:20]1=[O:30])(=[O:35])[CH3:34]. Reactants: Cl.ClC1=CC=C2CCNCC2=C1Cl (7,8-dichloro-1,2,3,4-tetrahydroisoquinoline hydrochloride salt), C=O (formalin), C([O-])([O-])=O.[Na+].[Na+] (sodium carbonate). Run in O (water). Yields the product Cl.Cl.ClC1=CC=C2CCNCC2=C1Cl (7,8-dichloro-1,2,3,4-tetrahydroisoquinoline dihydrochloride). RXN SMILES: [ClH:1].[Cl:2][C:3]1[C:12]([Cl:13])=[C:11]2[C:6]([CH2:7][CH2:8][NH:9][CH2:10]2)=[CH:5][CH:4]=1.C=O.C(=O)([O-])[O-].[Na+].[Na+]>O>[ClH:2].[ClH:1].[Cl:2][C:3]1[C:12]([Cl:13])=[C:11]2[C:6]([CH2:7][CH2:8][NH:9][CH2:10]2)=[CH:5][CH:4]=1 |f:0.1,3.4.5,7.8.9|. Procedure details: A solution of 2.37 g. (10 mmol) of 7,8-dichloro-1,2,3,4-tetrahydroisoquinoline hydrochloride salt and 20 ml. of 37% formalin in 100 ml. of water was stirred in an ice bath for thirty minutes. 50 ml. of 5% sodium carbonate solution was added dropwise over 10 minutes and the resulting precipitate was removed by filtration, dissolved in 50 ml. of methylene chloride, dried over magnesium sulfate and filtered. The filtrate was treated with 25 ml. of ethereal hydrogen chloride and allowed to stand in ... The reactants are C(C1=CC=CC=C1)OC=1C=C2CCC(C2=CC1)=O (5-Benzyloxyindanone), [H-].[Na+] (NaH), C1CCOC1 (THF), Example 168A. Conditions: time 6 hour. The product is C(C1=CC=CC=C1)OC=1C=C2CC(C(C2=CC1)=O)C(=O)C1=CC2=CC=C(C=C2C=C1)OC (5-(benzyloxy)-2-(6-methoxy-2-naphthoyl)indan-1-one). Reaction SMILES: [CH2:1]([O:8][C:9]1[CH:10]=[C:11]2[C:15](=[CH:16][CH:17]=1)[C:14](=[O:18])[CH2:13][CH2:12]2)[C:2]1[CH:7]=[CH:6][CH:5]=[CH:4][CH:3]=1.[H-].[Na+].[CH2:21]1[CH2:25][O:24][CH2:23][CH2:22]1>>[CH2:1]([O:8][C:9]1[CH:10]=[C:11]2[C:15](=[CH:16][CH:17]=1)[C:14](=[O:18])[CH:13]([C:14]([C:15]1[CH:11]=[CH:12][C:22]3[C:17](=[CH:9][CH:10]=[C:25]([O:24][CH3:23])[CH:21]=3)[CH:16]=1)=[O:18])[CH2:12]2)[C:2]1[CH:3]=[CH:4][CH:5]=[CH:6][CH:7]=1 |f:1.2|. Procedure details: 5-Benzyloxyindanone (1.5 g, 6.29 mmol) was treated with NaH (60%, 377 mg) in THF (50 mL), and then Example 168A (1.59 g) was added. The reaction was stirred for 6 hours at room temperature. The precipitates were collected by filtration and dissolved in water, acidified with concentrated HCl, and the resulting precipitates were collected, washed with water and dried to give the title compound. Starting materials: C1CCOC1, [Li+], COC(=O)CC1Nc2ccc(C(=O)Nc3ccc(N)nc3)cc2CN(CCc2ccccc2)C1=O, [OH-], O. Product: Nc1ccc(NC(=O)c2ccc3c(c2)CN(CCc2ccccc2)C(=O)C(CC(=O)O)N3)cn1. RXN SMILES: [CH2:38]1[O:39][CH2:40][CH2:41][CH2:42]1.[Li+:2].[NH2:3][c:4]1[cH:5][cH:6][c:7]([NH:10][C:11](=[O:12])[c:13]2[cH:14][cH:15][c:16]3[c:17]([cH:37]2)[CH2:18][N:19]([CH2:29][CH2:30][c:31]2[cH:32][cH:33][cH:34][cH:35][cH:36]2)[C:20](=[O:28])[CH:21]([CH2:23][C:24](=[O:25])[O:26][CH3:27])[NH:22]3)[cH:8][n:9]1.[OH-:1].[OH2:43]>>[NH2:3][c:4]1[cH:5][cH:6][c:7]([NH:10][C:11](=[O:12])[c:13]2[cH:14][cH:15][c:16]3[c:17]([cH:37]2)[CH2:18][N:19]([CH2:29][CH2:30][c:31]2[cH:32][cH:33][cH:34][cH:35][cH:36]2)[C:20](=[O:28])[CH:21]([CH2:23][C:24](=[O:25])[OH:26])[NH:22]3)[cH:8][n:9]1.